From a dataset of the Open Reaction Database (ORD), a public repository of structured organic reaction records. describe an organic reaction: reactants, conditions, products, and yield Reactants: F[B-](F)(F)F, F[B-](F)(F)F, CC#N, CCOCC, F[N+]12CC[N+](CCl)(CC1)CC2, Oc1cccc(O)c1. Product: Oc1ccc(F)c(O)c1. As a reaction SMILES: [B-:1]([F:2])([F:3])([F:4])[F:5].[B-:6]([F:7])([F:8])([F:9])[F:10].[CH3:30][C:31]#[N:32].[CH3:33][CH2:34][O:35][CH2:36][CH3:37].[Cl:11][CH2:12][N+:13]12[CH2:14][CH2:15][N+:16]([F:21])([CH2:17][CH2:18]1)[CH2:19][CH2:20]2.[OH:22][c:23]1[cH:24][cH:25][cH:26][c:27]([OH:28])[cH:29]1>>[F:21][c:26]1[cH:25][cH:24][c:23]([OH:22])[cH:29][c:27]1[OH:28]. The reactants are C(CCC)O (n-butyl alcohol), ClC1=C2C(=NC(=C1C(=O)OCC)C)N(C=N2)C (7-chloro-3,5-dimethyl-3H-imidazo[4,5-b]pyridine-6-carboxylic acid, ethyl ester), C(CCC)N1C=NC=2C1=NC(=C(C2Cl)C(=O)OCC)C (3-butyl-7-chloro-5-methyl-3H-imidazo[4,5-b]pyridine-6-carboxylic acid, ethyl ester). The solvent is CC(C)O (propane-2ol). Product: C(C)OC(=O)C=1C(=C2C(=NC1C)N(C=N2)C)OC(C)C (3,5-dimethyl-7-(1-methylethoxy)-3H-imidazo[4,5-b]pyridine-6-carboxylic acid ethyl ester). Yield: 67.0%. As a reaction SMILES: [CH2:1]([OH:5])[CH2:2]CC.Cl[C:7]1[C:12]([C:13]([O:15][CH2:16][CH3:17])=[O:14])=[C:11]([CH3:18])[N:10]=[C:9]2[N:19]([CH3:22])[CH:20]=[N:21][C:8]=12.[CH2:23](N1C2=NC(C)=C(C(OCC)=O)C(Cl)=C2N=C1)CCC>CC(O)C>[CH2:16]([O:15][C:13]([C:12]1[C:7]([O:5][CH:1]([CH3:2])[CH3:23])=[C:8]2[N:21]=[CH:20][N:19]([CH3:22])[C:9]2=[N:10][C:11]=1[CH3:18])=[O:14])[CH3:17]. Procedure details: When n-butyl alcohol is replaced by propane-2ol and 7-chloro-3,5-dimethyl-3H-imidazo[4,5-b]pyridine-6-carboxylic acid, ethyl ester is processed as described for 3-butyl-7-chloro-5-methyl-3H-imidazo[4,5-b]pyridine-6-carboxylic acid, ethyl ester in Example 5, 3,5-dimethyl-7-(1-methylethoxy)-3H-imidazo[4,5-b]pyridine-6-carboxylic acid ethyl ester is obtained. Yield 67%, b.p. 170°-175°/0.01. The free acid is obtained as described in Example 9. The potassium salt is obtained by substituting potassium... The product is CC(C)C(N)C(=O)OC(C)(C)C. As a reaction SMILES: [C:1]([CH3:2])([CH3:3])([CH3:4])[O:5][C:6]([CH:7]([NH:8][C:9]([O:10][CH2:11][C:12]([Br:13])([Br:14])[CH3:15])=[O:16])[CH:17]([CH3:18])[CH3:19])=[O:20].[CH3:34][OH:35].[Co:37].[Li:38].[OH2:36].[OH:21][C:22]([CH2:23][C:24]([C:25](=[O:26])[OH:27])([CH2:28][C:29](=[O:30])[OH:31])[OH:32])=[O:33].[cH:39]1[cH:40][c:41]2[c:42]([cH:77][cH:78]1)-[c:43]1[n:44][c:45]3[c:46]4[c:47]([c:48]([nH:49]3)[n:50][c:51]3[n:55][c:54]([n:56][c:57]5[c:58]6[c:59]([c:60]([nH:61]5)[n:62][c:63]-2[n:64]1)[cH:65][cH:66][cH:67][cH:68]6)-[c:53]1[c:52]-3[cH:72][cH:71][cH:70][cH:69]1)[cH:73][cH:74][cH:75][cH:76]4>>[C:1]([CH3:2])([CH3:3])([CH3:4])[O:5][C:6]([CH:7]([NH2:8])[CH:17]([CH3:18])[CH3:19])=[O:20]. Starting materials: CC(C)C(NC(=O)OCC(C)(Br)Br)C(=O)OC(C)(C)C, CO, [Co], [Li], O, O=C(O)CC(O)(CC(=O)O)C(=O)O, c1ccc2c(c1)-c1nc-2nc2[nH]c(nc3nc(nc4[nH]c(n1)c1ccccc41)-c1ccccc1-3)c1ccccc21. Reactants: ClC1=NC=CC=C1Cl (2,3-Dichloropyridine), C(C)(C)(C)[Mg]Cl (tert-butyl(chloro)magnesium), C(C)OCC (diethylether), [Cl-].[Na+] (sodium chloride), mixture. Reagents/catalysts: [Cu](I)I (copper iodide). Run in C1CCOC1 (THF). Conditions: temperature 0 celsius. The product is C(C)(C)(C)C1=NC=CC=C1Cl (2-tert-Butyl-3-chloropyridine). The yield is 9.0%. As a reaction SMILES: Cl[C:2]1[C:7]([Cl:8])=[CH:6][CH:5]=[CH:4][N:3]=1.[C:9]([Mg]Cl)([CH3:12])([CH3:11])[CH3:10].C(OCC)C.[Cl-].[Na+]>C1COCC1.[Cu](I)I>[C:9]([C:2]1[C:7]([Cl:8])=[CH:6][CH:5]=[CH:4][N:3]=1)([CH3:12])([CH3:11])[CH3:10] |f:3.4|. Procedure details: 2,3-Dichloropyridine (1.0 g, 0.0068 mol) and copper iodide (0.065 g, 0.341 mmol) were dissolved in THF (6 mL). The mixture was degassed three times then cooled to 0° C. with an ice bath. Then tert-butyl(chloro)magnesium in diethylether (5.10 mL, 0.0102 mol) was added drop wise to the reaction mixture under nitrogen keeping the temperature at 0° C. with an ice bath. When the addition was complete, it was left to warm up to room temperature for 16 hours. A saturated aqueous solution of sodium chlo... Reactants: C(C)(=O)OC(C)=O (acetic anhydride), N1=CC=CC=C1 (Pyridine), ice, C(C=1C(O)=CC=CC1)(=O)O (salicylic acid). Run in C(Cl)Cl (methylene chloride). Conditions: time 5 minute. Product: C(C)(=O)OC1=C(C(=O)O)C=CC=C1 (2-acetoxybenzoic acid). The yield is 76.0%. As a reaction SMILES: N1C=CC=CC=1.[C:7]([OH:16])(=[O:15])[C:8]1[C:9](=[CH:11][CH:12]=[CH:13][CH:14]=1)[OH:10].[C:17](OC(=O)C)(=[O:19])[CH3:18]>C(Cl)Cl>[C:17]([O:10][C:9]1[CH:11]=[CH:12][CH:13]=[CH:14][C:8]=1[C:7]([OH:16])=[O:15])(=[O:19])[CH3:18]. Reported procedure: Pyridine (64 μl, 0.80 mmol) was added to an ice cooled mixture of salicylic acid (10 mg, 0.72 mmol) and methylene chloride (10 mL). After 5 minutes, acetic anhydride (10 μl, 1.09 mmoles) was added. The resulting mixture was stirred at room temperature for 4 hrs. The product was extracted with methylene chloride and water. The organic layer was washed with brine, dried over Na2SO4 and concentrated under reduced pressure to afford 2-acetoxybenzoic acid in 76% yield. The reactants are C=O (Formaldehyde), [N+](=O)([O-])C(C)C (2-nitropropane), CN(CCN)C (N1,N1-dimethyl-ethane-1,2-diamine), [OH-].[Na+] (NaOH). Run in O (H2O), CC(C)O (2-propanol), O (H2O), O (H2O). Run at time 22 hour. Product: CN(CCNCC(C)([N+](=O)[O-])C)C (N1,N1-Dimethyl-N2-(2-methyl-2-nitropropyl)ethane-1,2-diamine). Reaction SMILES: [N+:1]([CH:4]([CH3:6])[CH3:5])([O-:3])=[O:2].[CH3:7][N:8]([CH3:12])[CH2:9][CH2:10][NH2:11].[OH-].[Na+].[CH2:15]=O>CC(O)C.O>[CH3:7][N:8]([CH3:12])[CH2:9][CH2:10][NH:11][CH2:5][C:4]([CH3:15])([N+:1]([O-:3])=[O:2])[CH3:6] |f:2.3|. Reported procedure: To a solution of 2-nitropropane (2.07 g, 23.2 mmol) and N1,N1-dimethyl-ethane-1,2-diamine (2.22 g, 25.2 mmol) in 2-propanol (5 ml) was added 5 M NaOH in H2O (30 ul, 0.15 mmol), H2O (1 ml). 37% Formaldehyde in H2O (1.8 ml, 24 mmol) was added dropwise, and the reaction stirred for 22 h. The solution was concentrated in vacuo to half volume, acidified with sat. NaHSO4 to pH 2, and washed with 3× 100 ml CH2Cl2. 15% NaOH in H2O was added to pH 12, and the slurry extracted with 3× 100 ml CH2Cl2. The o...